This data is from the Open Reaction Database (ORD), a public repository of structured organic reaction records. The task is: describe an organic reaction: reactants, conditions, products, and yield Starting materials: F[B-](F)(F)F, CC(C)C(NC(=O)OCc1ccccc1)C(=O)O, NCC(O)CP(=O)(CC1CCCCC1)OCc1ccccc1, CCOC(C)=O, CCN(C(C)C)C(C)C, Cl, CN(C)C=O, CN(C)C(On1nnc2ccccc21)=[N+](C)C. Product: CC(C)C(NC(=O)OCc1ccccc1)C(=O)NCC(O)CP(=O)(CC1CCCCC1)OCc1ccccc1. RXN SMILES: [B-:28]([F:29])([F:30])([F:31])[F:32].[C:1](=[O:2])([O:3][CH2:4][c:5]1[cH:6][cH:7][cH:8][cH:9][cH:10]1)[NH:11][CH:12]([CH:13]([CH3:14])[CH3:15])[C:16](=[O:17])[OH:18].[CH2:51]([c:52]1[cH:53][cH:54][cH:55][cH:56][cH:57]1)[O:58][P:59](=[O:60])([CH2:61][CH:62]1[CH2:63][CH2:64][CH2:65][CH2:66][CH2:67]1)[CH2:68][CH:69]([CH2:70][NH2:71])[OH:72].[CH3:78][CH2:79][O:80][C:81](=[O:82])[CH3:83].[CH:19]([N:20]([CH:21]([CH3:22])[CH3:23])[CH2:24][CH3:25])([CH3:26])[CH3:27].[ClH:50].[O:73]=[CH:74][N:75]([CH3:76])[CH3:77].[n:33]1([O:34][C:35]([N:36]([CH3:37])[CH3:38])=[N+:39]([CH3:40])[CH3:41])[c:42]2[cH:43][cH:44][cH:45][cH:46][c:47]2[n:48][n:49]1>>[C:1](=[O:2])([O:3][CH2:4][c:5]1[cH:6][cH:7][cH:8][cH:9][cH:10]1)[NH:11][CH:12]([CH:13]([CH3:14])[CH3:15])[C:16](=[O:18])[NH:71][CH2:70][CH:69]([CH2:68][P:59]([O:58][CH2:51][c:52]1[cH:53][cH:54][cH:55][cH:56][cH:57]1)(=[O:60])[CH2:61][CH:62]1[CH2:63][CH2:64][CH2:65][CH2:66][CH2:67]1)[OH:72].